Dataset: the Open Reaction Database (ORD), a public repository of structured organic reaction records. Task: describe an organic reaction: reactants, conditions, products, and yield Reactants: CCOCC (Et2O), CC1=CC=CC2=C1N=C(O2)C2=C(C=C(C(=C2)OCCCCCC)CO)OCCCCCC (2-(4-methylbenzoxazolyl)-5-(hydroxylmethyl)-1,4-bis(hexyloxy)benzene), C=1C=CC(=CC1)N=NC=2C=CC(=NC2N)N.Cl.[Cr](=O)(=O)([O-])Cl (pyridium chlorochromate). Solvent: C(Cl)Cl (CH2Cl2), C(Cl)Cl (CH2Cl2). Conditions: time 2 hour. Product: C(CCCCC)OC1=C(C=O)C=C(C(=C1)CO)OCCCCCC (2,5-bis(hexyloxy)-4-(hydroxymethyl)benzaldehyde). As a reaction SMILES: CC1C2N=[C:9]([C:11]3[CH:16]=[C:15]([O:17][CH2:18][CH2:19][CH2:20][CH2:21][CH2:22][CH3:23])[C:14]([CH2:24][OH:25])=[CH:13][C:12]=3[O:26][CH2:27][CH2:28][CH2:29][CH2:30][CH2:31][CH3:32])[O:10]C=2C=CC=1.C1C=CC(N=NC2C=CC(N)=NC=2N)=CC=1.Cl.[Cr](Cl)([O-])(=O)=O.CCOCC>C(Cl)Cl>[CH2:27]([O:26][C:12]1[CH:13]=[C:14]([CH2:24][OH:25])[C:15]([O:17][CH2:18][CH2:19][CH2:20][CH2:21][CH2:22][CH3:23])=[CH:16][C:11]=1[CH:9]=[O:10])[CH2:28][CH2:29][CH2:30][CH2:31][CH3:32] |f:1.2.3|. Reported procedure: A solution of 2-(4-methylbenzoxazolyl)-5-(hydroxylmethyl)-1,4-bis(hexyloxy)benzene (1.99 g, 4.53 mmol) in CH2Cl2 (10 mL) was added dropwise to a stirred solution of freshly prepared pyridium chlorochromate (PCC) (1.46 g, 6.80 mmol) in CH2Cl2 (100 mL) at room temperature. Anhydrous Et2O (100 mL) was added, and the mixture was stirred for an additional 2 h. The reaction mixture was then directly transferred onto the top of a short silica gel column. The yellow and highly fluorescent product was th... The reactants are CNC1CCCC1 (N-methyl-cyclopentylamine), ClC1=NC=CC(=N1)N1CCC(CC1)C1=CC=C(C=C1)C(C(=O)NCC)C (2-{4-[1-(2-chloro-pyrimidin-4-yl)-piperidin-4-yl]-phenyl}-N-ethyl-propion-amide), 110, CCN(C(C)C)C(C)C (DIPEA). The solvent is CN1CCCC1=O (NMP). Reaction conditions: temperature 120 celsius, time 1 hour. The product is C1(CCCC1)N(C1=NC=CC(=N1)N1CCC(CC1)C1=CC=C(C=C1)C(C(=O)NCC)C)C (2-(4-{1-[2-(Cyclopentyl-methyl-amino)-pyrimidin-4-yl]-piperidin-4-yl}-phenyl)-N-ethyl-propionamide). RXN SMILES: [CH3:1][NH:2][CH:3]1[CH2:7][CH2:6][CH2:5][CH2:4]1.Cl[C:9]1[N:14]=[C:13]([N:15]2[CH2:20][CH2:19][CH:18]([C:21]3[CH:26]=[CH:25][C:24]([CH:27]([CH3:33])[C:28]([NH:30][CH2:31][CH3:32])=[O:29])=[CH:23][CH:22]=3)[CH2:17][CH2:16]2)[CH:12]=[CH:11][N:10]=1.CCN(C(C)C)C(C)C>CN1C(=O)CCC1>[CH:3]1([N:2]([CH3:1])[C:9]2[N:14]=[C:13]([N:15]3[CH2:16][CH2:17][CH:18]([C:21]4[CH:26]=[CH:25][C:24]([CH:27]([CH3:33])[C:28]([NH:30][CH2:31][CH3:32])=[O:29])=[CH:23][CH:22]=4)[CH2:19][CH2:20]3)[CH:12]=[CH:11][N:10]=2)[CH2:7][CH2:6][CH2:5][CH2:4]1. Procedure details: To 26 mg (0.26 mmol) N-methyl-cyclopentylamine in 2.5 mL NMP are added 80 mg (0.22 mmol) 2-{4-[1-(2-chloro-pyrimidin-4-yl)-piperidin-4-yl]-phenyl}-N-ethyl-propion-amide (XII.1) and 110 (0.65 mmol) DIPEA. The mixture is stirred at 100° C. for 1 h and at 120° C. for 1 h under microwave irradiation. After that time, the mixture is directly purified by HPLC (XBridge 100; water, 0.3% NH4OH/MeOH) to yield the desired product. Yields the product CC(C)(C)C(=O)c1cn(COCC[Si](C)(C)C)c2ncc(-c3ccc(N4CCN(S(C)(=O)=O)CC4)cc3)nc12. Reaction SMILES: [CH3:1][C:2]([C:3](=[O:4])[c:5]1[cH:6][n:7]([CH2:26][O:27][CH2:28][CH2:29][Si:30]([CH3:31])([CH3:32])[CH3:33])[c:8]2[n:9][cH:10][c:11](-[c:14]3[cH:15][cH:16][c:17]([N:20]4[CH2:21][CH2:22][NH:23][CH2:24][CH2:25]4)[cH:18][cH:19]3)[n:12][c:13]12)([CH3:34])[CH3:35].[CH4:50].[CH:36]([N:37]([CH:38]([CH3:39])[CH3:40])[CH2:41][CH3:42])([CH3:43])[CH3:44].[Cl:51][CH2:52][Cl:53].[S:45](=[O:46])(=[O:47])([Cl:48])[Cl:49]>>[CH3:1][C:2]([C:3](=[O:4])[c:5]1[cH:6][n:7]([CH2:26][O:27][CH2:28][CH2:29][Si:30]([CH3:31])([CH3:32])[CH3:33])[c:8]2[n:9][cH:10][c:11](-[c:14]3[cH:15][cH:16][c:17]([N:20]4[CH2:21][CH2:22][N:23]([S:45](=[O:46])(=[O:47])[CH3:50])[CH2:24][CH2:25]4)[cH:18][cH:19]3)[n:12][c:13]12)([CH3:34])[CH3:35]. The reactants are CC(C)(C)C(=O)c1cn(COCC[Si](C)(C)C)c2ncc(-c3ccc(N4CCNCC4)cc3)nc12, C, CCN(C(C)C)C(C)C, ClCCl, O=S(=O)(Cl)Cl. RXN SMILES: [C:1]([CH3:2])(=[O:3])[NH:4][CH2:5][CH2:6][NH:7][c:8]1[cH:9][c:10]([NH:20][C:21]([C:22]([O:24][CH3:23])=[O:25])=[O:26])[n:11][c:12](-[c:14]2[cH:15][cH:16][cH:17][cH:18][cH:19]2)[n:13]1.[CH3:42][S:43]([CH3:44])=[O:45].[Cl:39][CH2:40][Cl:41].[c:27]1([N:33]2[CH2:34][CH2:35][NH:36][CH2:37][CH2:38]2)[cH:28][cH:29][cH:30][cH:31][cH:32]1>>[C:1]([CH3:2])(=[O:3])[NH:4][CH2:5][CH2:6][NH:7][c:8]1[cH:9][c:10]([NH:20][C:21]([C:22](=[O:24])[N:36]2[CH2:35][CH2:34][N:33]([c:27]3[cH:28][cH:29][cH:30][cH:31][cH:32]3)[CH2:38][CH2:37]2)=[O:26])[n:11][c:12](-[c:14]2[cH:15][cH:16][cH:17][cH:18][cH:19]2)[n:13]1. The reactants are COC(=O)C(=O)Nc1cc(NCCNC(C)=O)nc(-c2ccccc2)n1, CS(C)=O, ClCCl, c1ccc(N2CCNCC2)cc1. The product is CC(=O)NCCNc1cc(NC(=O)C(=O)N2CCN(c3ccccc3)CC2)nc(-c2ccccc2)n1.